This data is from the Open Reaction Database (ORD), a public repository of structured organic reaction records. The task is: describe an organic reaction: reactants, conditions, products, and yield Starting materials: FC(S(=O)(=O)O[Si](C)(C)C)(F)F (trimethylsilyl trifluoromethanesulfonate), C(C)(=O)O[C@H]1[C@H](OC(C)=O)[C@H](OC(C)=O)[C@H](O1)COC(C)=O (1,2,3,5-tetra-O-acetyl-β-D-ribofuranose), C1(=CC=CC=C1)C(CNC1=C2N=CNC2=NC(=N1)C(=O)NCCN1CCCCC1)C1=CC=CC=C1 (6-[(2,2-diphenylethyl)amino]-N-[2-(1-piperidinyl)ethyl]-9H-purine-2-carboxamide), resultant mixture. Solvent: COCCOC (1,2-dimethoxyethane), COCCOC (1,2-dimethoxyethane), COCCOC (1,2-dimethoxyethane). Procedure details: To a stirred suspension of 6-[(2,2-diphenylethyl)amino]-N-[2-(1-piperidinyl)ethyl]-9H-purine-2-carboxamide (200 g, 0.426 moles) (Preparation 23) in anhydrous 1,2-dimethoxyethane (800 ml) under an atmosphere of nitrogen was added a solution of trimethylsilyl trifluoromethanesulfonate (200 g, 0.900 moles) in anhydrous 1,2-dimethoxyethane (200 ml) over a period of 15 minutes. During the addition, all the solid dissolved to give a deep red/amber solution and the reaction temperature rose from 20° C.... Yields the product C1(=CC=CC=C1)C(CNC1=C2N=CN(C2=NC(=N1)C(=O)NCCN1CCCCC1)[C@H]1[C@H](OC(C)=O)[C@H](OC(C)=O)[C@H](O1)COC(C)=O)C1=CC=CC=C1 (6-[(2,2-Diphenylethyl)amino]-N-[2-(1-piperidinyl)ethyl]-9-(2,3,5-tri-O-acetyl-β-D-ribofuranosyl)-9H-purine-2-carboxamide). RXN SMILES: [C:1]1([CH:7]([C:30]2[CH:35]=[CH:34][CH:33]=[CH:32][CH:31]=2)[CH2:8][NH:9][C:10]2[N:18]=[C:17]([C:19]([NH:21][CH2:22][CH2:23][N:24]3[CH2:29][CH2:28][CH2:27][CH2:26][CH2:25]3)=[O:20])[N:16]=[C:15]3[C:11]=2[N:12]=[CH:13][NH:14]3)[CH:6]=[CH:5][CH:4]=[CH:3][CH:2]=1.FC(F)(F)S(O[Si](C)(C)C)(=O)=O.C(O[C@@H:52]1[O:64][C@H:63]([CH2:65][O:66][C:67](=[O:69])[CH3:68])[C@@H:58]([O:59][C:60](=[O:62])[CH3:61])[C@H:53]1[O:54][C:55](=[O:57])[CH3:56])(=O)C>COCCOC>[C:30]1([CH:7]([C:1]2[CH:2]=[CH:3][CH:4]=[CH:5][CH:6]=2)[CH2:8][NH:9][C:10]2[N:18]=[C:17]([C:19]([NH:21][CH2:22][CH2:23][N:24]3[CH2:29][CH2:28][CH2:27][CH2:26][CH2:25]3)=[O:20])[N:16]=[C:15]3[C:11]=2[N:12]=[CH:13][N:14]3[C@@H:52]2[O:64][C@H:63]([CH2:65][O:66][C:67](=[O:69])[CH3:68])[C@@H:58]([O:59][C:60](=[O:62])[CH3:61])[C@H:53]2[O:54][C:55](=[O:57])[CH3:56])[CH:35]=[CH:34][CH:33]=[CH:32][CH:31]=1. Conditions: temperature 60 celsius, time 18 hour.